From a dataset of the Open Reaction Database (ORD), a public repository of structured organic reaction records. describe an organic reaction: reactants, conditions, products, and yield Reported procedure: A latex as a binder for nonwoven applications to form a permeable sublayer of personal hygiene articles. The latex is prepared by a process including the steps of (1) polymerizing a monomer mixture comprising styrene, itaconic acid, surfactant and water soluble free radical initiator to form a seed; (2) sequentially adding equal increments of a monomer mixture of styrene, butadiene and acrylic acid to the seed under emulsion polymerization conditions to form a styrene-butadiene-acrylic acid copo... Solvent: O (water). Product: C=CC=C.C=CC1=CC=CC=C1.C(C=C)(=O)O (styrene-butadiene acrylic acid). RXN SMILES: [CH2:1]=[CH:2][C:3]1[CH:8]=[CH:7][CH:6]=[CH:5][CH:4]=1.C(O)(=O)[C:10]([CH2:12][C:13]([OH:15])=[O:14])=C.C=CC=C.C(O)(=O)C=C>O>[CH2:1]=[CH:2][CH:3]=[CH2:4].[CH2:1]=[CH:2][C:3]1[CH:8]=[CH:7][CH:6]=[CH:5][CH:4]=1.[C:13]([OH:15])(=[O:14])[CH:12]=[CH2:10] |f:5.6.7|. The reactants are C=CC1=CC=CC=C1 (styrene), C=CC=C (butadiene), C(C=C)(=O)O (acrylic acid), ( 2 ), ( 1 ), C=CC1=CC=CC=C1 (styrene), C(C(=C)CC(=O)O)(=O)O (itaconic acid). RXN SMILES: [CH3:1][N:2]1[CH2:7][CH2:6][C:5]([CH2:9][N+:10]([O-])=O)([OH:8])[CH2:4][CH2:3]1>C(O)C.[OH-].[Pd+2].[OH-]>[NH2:10][CH2:9][C:5]1([OH:8])[CH2:6][CH2:7][N:2]([CH3:1])[CH2:3][CH2:4]1 |f:2.3.4|. Starting materials: CN1CCC(CC1)(O)C[N+](=O)[O-] (1-methyl-4-nitromethylpiperidin-4-ol). Reagents/catalysts: [OH-].[Pd+2].[OH-] (Palladium hydroxide). The product is NCC1(CCN(CC1)C)O (4-aminomethyl-1-methylpiperidin-4-ol). Procedure: Palladium hydroxide (2.3 g of 20% on carbon) was added to a solution of 1-methyl-4-nitromethylpiperidin-4-ol (11.57 g) in ethanol (120 mL). The mixture was placed under hydrogen pressure (50 psi, 3.4×105 Pa) on a Parr apparatus for 55 hours. The reaction mixture was filtered through a layer of CELITE filter aid and the filter cake was rinsed with methanol (100 mL). The filtrate was concentrated under reduced pressure to provide 10.18 g of 4-aminomethyl-1-methylpiperidin-4-ol as a thick oil. Isolated yield 106.3%. Solvent: C(C)O (ethanol).